This data is from the Open Reaction Database (ORD), a public repository of structured organic reaction records. The task is: describe an organic reaction: reactants, conditions, products, and yield Reactants: C(C1=CC=CC=C1)(C1=CC=CC=C1)(C1=CC=CC=C1)N1CCN(CC1)CCCN1C(=O)C(=O)C2=CC=CC=C12 (1-[3-(4-trityl-1-piperazinyl)propyl]isatin), Cl (hydrochloric acid). The solvent is O1CCCC1 (tetrahydrofuran). Product: Cl.Cl.N1(CCNCC1)CCCN1C(=O)C(=O)C2=CC=CC=C12 (1-[3-(1-piperazinyl)propyl]isatin dihydrochloride). Reaction SMILES: C([N:20]1[CH2:25][CH2:24][N:23]([CH2:26][CH2:27][CH2:28][N:29]2[C:39]3[C:34](=[CH:35][CH:36]=[CH:37][CH:38]=3)[C:32](=[O:33])[C:30]2=[O:31])[CH2:22][CH2:21]1)(C1C=CC=CC=1)(C1C=CC=CC=1)C1C=CC=CC=1.[ClH:40]>O1CCCC1>[ClH:40].[ClH:40].[N:23]1([CH2:26][CH2:27][CH2:28][N:29]2[C:39]3[C:34](=[CH:35][CH:36]=[CH:37][CH:38]=3)[C:32](=[O:33])[C:30]2=[O:31])[CH2:24][CH2:25][NH:20][CH2:21][CH2:22]1 |f:3.4.5|. Procedure: To a solution of 1-[3-(4-trityl-1-piperazinyl)propyl]isatin (5.0 g) in tetrahydrofuran (100 ml) was added all at once concentrated hydrochloric acid (5 ml) and the mixture was vigorously stirred for half an hour. The resultant precipitates were collected by filtration and washed with tetrahydrofuran to give 1-[3-(1-piperazinyl)propyl]isatin dihydrochloride (2.96 g).